This data is from the Open Reaction Database (ORD), a public repository of structured organic reaction records. The task is: describe an organic reaction: reactants, conditions, products, and yield Starting materials: BrC=1C=C(C=NC1)C1(CCN(CC1)C(=O)OC(C)(C)C)O (tert-butyl 4-(5-bromopyridin-3-yl)-4-hydroxypiperidine-1-carboxylate), C([O-])([O-])=O.[Na+].[Na+] (sodium carbonate), CC=1C=C(C=C(C1)B1OC(C(O1)(C)C)(C)C)NC1=NC=CC(=N1)C(F)(F)F (N-[3-methyl-5-(4,4,5,5-tetramethyl-1,3,2-dioxaborolan-2-yl)phenyl]-4-(trifluoromethyl)pyrimidin-2-amine). Reagents/catalysts: C1=CC=C(C=C1)P([C-]2C=CC=C2)C3=CC=CC=C3.C1=CC=C(C=C1)P([C-]2C=CC=C2)C3=CC=CC=C3.Cl[Pd]Cl.[Fe+2].ClCCl (PdCl2(dppf) dichloromethane). Run in O1CCOCC1 (Dioxane). Run at temperature 100 celsius. The product is OC1(CCN(CC1)C(=O)OC(C)(C)C)C=1C=NC=C(C1)C1=CC(=CC(=C1)NC1=NC=CC(=N1)C(F)(F)F)C (tert-butyl 4-hydroxy-4-[5-(3-methyl-5-{[4-(trifluoromethyl)pyrimidin-2-yl]amino}phenyl)pyridin-3-yl]piperidine-1-carboxylate). RXN SMILES: Br[C:2]1[CH:3]=[C:4]([C:8]2([OH:21])[CH2:13][CH2:12][N:11]([C:14]([O:16][C:17]([CH3:20])([CH3:19])[CH3:18])=[O:15])[CH2:10][CH2:9]2)[CH:5]=[N:6][CH:7]=1.C(=O)([O-])[O-].[Na+].[Na+].[CH3:28][C:29]1[CH:30]=[C:31]([NH:44][C:45]2[N:50]=[C:49]([C:51]([F:54])([F:53])[F:52])[CH:48]=[CH:47][N:46]=2)[CH:32]=[C:33](B2OC(C)(C)C(C)(C)O2)[CH:34]=1>C1C=CC(P(C2C=CC=CC=2)[C-]2C=CC=C2)=CC=1.C1C=CC(P(C2C=CC=CC=2)[C-]2C=CC=C2)=CC=1.Cl[Pd]Cl.[Fe+2].ClCCl.O1CCOCC1>[OH:21][C:8]1([C:4]2[CH:5]=[N:6][CH:7]=[C:2]([C:33]3[CH:32]=[C:31]([NH:44][C:45]4[N:50]=[C:49]([C:51]([F:54])([F:53])[F:52])[CH:48]=[CH:47][N:46]=4)[CH:30]=[C:29]([CH3:28])[CH:34]=3)[CH:3]=2)[CH2:13][CH2:12][N:11]([C:14]([O:16][C:17]([CH3:20])([CH3:19])[CH3:18])=[O:15])[CH2:10][CH2:9]1 |f:1.2.3,5.6.7.8.9|. Procedure details: Dioxane (2.70 mL), tert-butyl 4-(5-bromopyridin-3-yl)-4-hydroxypiperidine-1-carboxylate (207 mg, 0.580 mmol), and sodium carbonate (2 M, 791 μL, 1.58 mmol) was added to N-[3-methyl-5-(4,4,5,5-tetramethyl-1,3,2-dioxaborolan-2-yl)phenyl]-4-(trifluoromethyl)pyrimidin-2-amine (200 mg, 0.527 mmol) and purged and flushed with Ar(g) (3×). PdCl2(dppf)-dichloromethane adduct (21.5 mg, 0.026 mmol) was added to the reaction mixture and heated to 100° C. for 8 hours. The reaction mixture was cooled to room ... Starting materials: ClC1=CC2=C(N=C(O2)NC2CNCC2)C=C1 ((6-Chloro-benzooxazol-2-yl)-pyrrolidin-3-yl-amine), Cl (hydrochloride), CC1=C(C(=O)O)C=CC=C1 (2-methyl-benzoic acid), CN(C)C(=[N+](C)C)ON1C2=C(C=CC=C2)N=N1.[B-](F)(F)(F)F (TBTU), CCN(C(C)C)C(C)C (DIPEA). The solvent is CN(C)C=O (DMF). Product: ClC1=CC2=C(N=C(O2)N[C@H]2CN(CC2)C(=O)C2=C(C=CC=C2)C)C=C1 ([(R)-3-(6-Chloro-benzooxazol-2-ylamino)-pyrrolidin-1-yl]-o-tolyl-methanone). Isolated yield 61.4%. As a reaction SMILES: [Cl:1][C:2]1[CH:16]=[CH:15][C:5]2[N:6]=[C:7]([NH:9][CH:10]3[CH2:14][CH2:13][NH:12][CH2:11]3)[O:8][C:4]=2[CH:3]=1.Cl.[CH3:18][C:19]1[CH:27]=[CH:26][CH:25]=[CH:24][C:20]=1[C:21](O)=[O:22].CN(C(ON1N=NC2C=CC=CC1=2)=[N+](C)C)C.[B-](F)(F)(F)F.CCN(C(C)C)C(C)C>CN(C=O)C>[Cl:1][C:2]1[CH:16]=[CH:15][C:5]2[N:6]=[C:7]([NH:9][C@@H:10]3[CH2:14][CH2:13][N:12]([C:21]([C:20]4[CH:24]=[CH:25][CH:26]=[CH:27][C:19]=4[CH3:18])=[O:22])[CH2:11]3)[O:8][C:4]=2[CH:3]=1 |f:3.4|. Procedure details: A mixture of 32.9 mg (0.12 mmol) (6-Chloro-benzooxazol-2-yl)-pyrrolidin-3-yl-amine; hydrochloride, 19.6 mg (0.144 mmol) 2-methyl-benzoic acid, 53.9 mg (0.168 mmol) TBTU and 77.5 mg (0.6 mmol) DIPEA in 2 mL DMF was stirred at room temperature for 16 h. The mixture was concentrated, taken up in methanol and formic acid and subjected to purification by preparative HPLC on reversed phase eluting with a gradient formed from acetonitrile, water and formic acid. The product containing fractions were ev... The reactants are [BH4-], CO, COC(=O)C(F)(F)c1ccc(F)cc1, [Na+]. As a reaction SMILES: [BH4-:15].[CH3:17][OH:18].[F:1][C:2]([C:3](=[O:4])[O:5][CH3:6])([c:7]1[cH:8][cH:9][c:10]([F:13])[cH:11][cH:12]1)[F:14].[Na+:16]>>[F:1][C:2]([CH:3]([OH:4])[O:5][CH3:6])([c:7]1[cH:8][cH:9][c:10]([F:13])[cH:11][cH:12]1)[F:14]. Product: COC(O)C(F)(F)c1ccc(F)cc1. The reactants are ClCCl, Cc1ccc(-c2ccc(CC(NC(=O)C3(NC(=O)OC(C)(C)C)CCOCC3)C(N)=O)cc2)cc1C#N. Product: Cc1ccc(-c2ccc(CC(C#N)NC(=O)C3(NC(=O)OC(C)(C)C)CCOCC3)cc2)cc1C#N. RXN SMILES: [Cl:38][CH2:39][Cl:40].[NH2:1][C:2]([CH:3]([CH2:4][c:5]1[cH:6][cH:7][c:8](-[c:11]2[cH:12][c:13]([C:18]#[N:19])[c:14]([CH3:17])[cH:15][cH:16]2)[cH:9][cH:10]1)[NH:20][C:21](=[O:22])[C:23]1([NH:29][C:30]([O:31][C:32]([CH3:33])([CH3:34])[CH3:35])=[O:36])[CH2:24][CH2:25][O:26][CH2:27][CH2:28]1)=[O:37]>>[N:1]#[C:2][CH:3]([CH2:4][c:5]1[cH:6][cH:7][c:8](-[c:11]2[cH:12][c:13]([C:18]#[N:19])[c:14]([CH3:17])[cH:15][cH:16]2)[cH:9][cH:10]1)[NH:20][C:21](=[O:22])[C:23]1([NH:29][C:30]([O:31][C:32]([CH3:33])([CH3:34])[CH3:35])=[O:36])[CH2:24][CH2:25][O:26][CH2:27][CH2:28]1. Starting materials: O=C([O-])O, Cc1ccccc1, O=C(Cl)CCCl, [Na+], c1ccc2c(c1)CCc1ccccc1N2. Product: O=C(CCCl)N1c2ccccc2CCc2ccccc21. RXN SMILES: [C:22](=[O:23])([OH:24])[O-:25].[CH3:27][c:28]1[cH:29][cH:30][cH:31][cH:32][cH:33]1.[Cl:16][CH2:17][CH2:18][C:19](=[O:20])[Cl:21].[Na+:26].[cH:1]1[cH:2][cH:3][cH:4][c:5]2[c:11]1[CH2:10][CH2:9][c:8]1[c:7]([cH:15][cH:14][cH:13][cH:12]1)[NH:6]2>>[cH:1]1[cH:2][cH:3][cH:4][c:5]2[c:11]1[CH2:10][CH2:9][c:8]1[c:7]([cH:15][cH:14][cH:13][cH:12]1)[N:6]2[C:19]([CH2:18][CH2:17][Cl:16])=[O:20].